Dataset: the Open Reaction Database (ORD), a public repository of structured organic reaction records. Task: describe an organic reaction: reactants, conditions, products, and yield Starting materials: O1C(=CC=C1)C(=O)NCC=1N=C(SC1)N1CC(C1)OS(=O)(=O)C (1-[4-(furan-2-carbonylamino)methyl-1,3-thiazol-2-yl)-3-methanesulfonyloxyazetidine), C(C)(=S)[O-].[K+] (potassium thioacetate). Run in CN(C=O)C (dimethylformamide). Conditions: temperature 90 celsius, time 6 hour. The product is C(C)(=O)SC1CN(C1)C=1SC=C(N1)CNC(=O)C=1OC=CC1 (3-acetylthio-1-[4-(furan-2-carbonylamino)methyl-1,3-thiazol-2-yl]azetidine). Isolated yield 75.4%. As a reaction SMILES: [O:1]1[CH:5]=[CH:4][CH:3]=[C:2]1[C:6]([NH:8][CH2:9][C:10]1[N:11]=[C:12]([N:15]2[CH2:18][CH:17](OS(C)(=O)=O)[CH2:16]2)[S:13][CH:14]=1)=[O:7].[C:24]([O-:27])(=[S:26])[CH3:25].[K+]>CN(C)C=O>[C:24]([S:26][CH:17]1[CH2:16][N:15]([C:12]2[S:13][CH:14]=[C:10]([CH2:9][NH:8][C:6]([C:2]3[O:1][CH:5]=[CH:4][CH:3]=3)=[O:7])[N:11]=2)[CH2:18]1)(=[O:27])[CH3:25] |f:1.2|. Procedure: To a solution of 1-[4-(furan-2-carbonylamino)methyl-1,3-thiazol-2-yl)-3-methanesulfonyloxyazetidine (481 mg, 1.34 mmol) (obtained as described in Reference Example 67(3)) in dimethylformamide (14 ml) was added potassium thioacetate (921 mg, 8.07 mmol) at room temperature and the mixture was stirred in an oil bath (90° C.) for 6 hours. After checking the completion of the reaction, the mixture was partitioned between ethyl acetate and 10% aqueous sodium chloride solution. The organic layer was wa...